Dataset: the Open Reaction Database (ORD), a public repository of structured organic reaction records. Task: describe an organic reaction: reactants, conditions, products, and yield The reactants are COC1=CC=C2C(=CC=NC2=C1)OC1=C(C=C(C=C1)NC(=O)C=1C(N(N(C1C)C[C@H](C)OC([C@H](C)N)=O)C1=CC=CC=C1)=O)F ((2S)—(S)-1-(4-(4-(7-methoxyquinolin-4-yloxy)-3-fluoro-phenylcarbamoyl)-2,3-dihydro-5-methyl-3-oxo-2-phenylpyrazol-1-yl)propan-2-yl-2-aminopropanoate), C1(=CC=C(C=C1)S(=O)(=O)O)C (p-toluene sulfonic acid). Product: CC1=CC=C(C=C1)S(=O)(=O)O.FC=1C=C(C=CC1OC1=CC=NC2=CC(=CC=C12)OC)NC(=O)C=1C(N(N(C1C)C[C@H](C)OC([C@H](C)N)=O)C1=CC=CC=C1)=O ((S)—((S)-1-(4-(3-fluoro-4-(7-methoxyquinolin-4-yloxy)phenylcarbamoyl)-5-methyl-3-oxo-2-phenyl-2,3-dihydropyrazol-1-yl)propan-2-yl)2-aminopropanoate 4-methylbenzenesulfonate), solid. Yield: 71.5%. Reaction SMILES: [CH3:1][O:2][C:3]1[CH:12]=[C:11]2[C:6]([C:7]([O:13][C:14]3[CH:19]=[CH:18][C:17]([NH:20][C:21]([C:23]4[C:24](=[O:44])[N:25]([C:38]5[CH:43]=[CH:42][CH:41]=[CH:40][CH:39]=5)[N:26]([CH2:29][C@@H:30]([O:32][C:33](=[O:37])[C@@H:34]([NH2:36])[CH3:35])[CH3:31])[C:27]=4[CH3:28])=[O:22])=[CH:16][C:15]=3[F:45])=[CH:8][CH:9]=[N:10]2)=[CH:5][CH:4]=1.[C:46]1([CH3:56])[CH:51]=[CH:50][C:49]([S:52]([OH:55])(=[O:54])=[O:53])=[CH:48][CH:47]=1>>[CH3:56][C:46]1[CH:47]=[CH:48][C:49]([S:52]([OH:55])(=[O:54])=[O:53])=[CH:50][CH:51]=1.[F:45][C:15]1[CH:16]=[C:17]([NH:20][C:21]([C:23]2[C:24](=[O:44])[N:25]([C:38]3[CH:39]=[CH:40][CH:41]=[CH:42][CH:43]=3)[N:26]([CH2:29][C@@H:30]([O:32][C:33](=[O:37])[C@@H:34]([NH2:36])[CH3:35])[CH3:31])[C:27]=2[CH3:28])=[O:22])[CH:18]=[CH:19][C:14]=1[O:13][C:7]1[C:6]2[C:11](=[CH:12][C:3]([O:2][CH3:1])=[CH:4][CH:5]=2)[N:10]=[CH:9][CH:8]=1 |f:2.3|. Procedure: The title compound was prepared according to the procedure described in Example 13 Step 3 by using (2S)—(S)-1-(4-(4-(7-methoxyquinolin-4-yloxy)-3-fluoro-phenylcarbamoyl)-2,3-dihydro-5-methyl-3-oxo-2-phenylpyrazol-1-yl)propan-2-yl-2-aminopropanoate (61.3 mg, 0.1 mmol) and p-toluene sulfonic acid (38 mg, 0.2 mmol). The title compound was obtained as a yellow solid (70.8 mg, 71.5%). Solvent: O1CCCC1 (tetrahydrofuran). Product: [Si](C)(C)(C(C)(C)C)OC1=C(C=C(C(=O)OCC)C=C1)OC (ethyl 4-(tert-butyldimethylsilyloxy)-3-methoxybenzoate). Yield: 105.7%. Procedure: Tert-butyldimethylsilyl chloride (14 g) was added to a mixture of ethyl vanillate (15 g), imidazole (13 g) and tetrahydrofuran (100 ml) and the mixture was stirred at ambient temperature for 48 hours. The mixture was filtered and evaporated to give ethyl 4-(tert-butyldimethylsilyloxy)-3-methoxybenzoate (25.1 g). A solution of the product so obtained in tetrahydrofuran (50 ml) was cooled to -70° C. and to this was added a cooled (-70° C.) solution of thiazol-2-yl-lithium prepared by adding 2-brom... The reactants are [Si](C)(C)(C(C)(C)C)Cl (Tert-butyldimethylsilyl chloride), C(C1=CC(OC)=C(O)C=C1)(=O)OCC (ethyl vanillate), N1C=NC=C1 (imidazole). As a reaction SMILES: [Si:1](Cl)([C:4]([CH3:7])([CH3:6])[CH3:5])([CH3:3])[CH3:2].[C:9]([O:20][CH2:21][CH3:22])(=[O:19])[C:10]1[CH:18]=[CH:17][C:15]([OH:16])=[C:12]([O:13][CH3:14])[CH:11]=1.N1C=CN=C1>O1CCCC1>[Si:1]([O:16][C:15]1[CH:17]=[CH:18][C:10]([C:9]([O:20][CH2:21][CH3:22])=[O:19])=[CH:11][C:12]=1[O:13][CH3:14])([C:4]([CH3:7])([CH3:6])[CH3:5])([CH3:3])[CH3:2]. Run at time 48 hour. Reactants: C(C1=CC=CC=C1)OC(C(F)(F)F)(C(F)(F)F)C1=CC(=C(C=C1)N1CCN(CC1)C(CBr)=O)\C=C/C ((Z)-1-(4-{4-[2-(benzyloxy)-1,1,1,3,3,3-hexafluoropropan-2-yl]-2-(prop-1-en-1-yl)phenyl}piperazin-1-yl)-2-bromoethanone), O1CCC2=C1C=C(C=C2)C2(C(NC(N2)=O)=O)C (5-(2,3-dihydrobenzofuran-6-yl)-5-methylimidazolidine-2,4-dione). Yields the product C(C1=CC=CC=C1)OC(C(F)(F)F)(C(F)(F)F)C1=CC(=C(C=C1)N1CCN(CC1)C(CN1C(NC(C1=O)(C)C1=CC2=C(CCO2)C=C1)=O)=O)C=CC (3-[2-(4-{4-[2-(benzyloxy)-1,1,1,3,3,3-hexafluoropropan-2-yl]-2-(prop-1-en-1-yl)phenyl}piperazin-1-yl)-2-oxoethyl]-5-(2,3-dihydrobenzofuran-6-yl)-5-methylimidazolidine-2,4-dione). Reaction SMILES: [CH2:1]([O:8][C:9]([C:18]1[CH:23]=[CH:22][C:21]([N:24]2[CH2:29][CH2:28][N:27]([C:30](=[O:33])[CH2:31]Br)[CH2:26][CH2:25]2)=[C:20](/[CH:34]=[CH:35]\[CH3:36])[CH:19]=1)([C:14]([F:17])([F:16])[F:15])[C:10]([F:13])([F:12])[F:11])[C:2]1[CH:7]=[CH:6][CH:5]=[CH:4][CH:3]=1.[O:37]1[C:41]2[CH:42]=[C:43]([C:46]3([CH3:53])[NH:50][C:49](=[O:51])[NH:48][C:47]3=[O:52])[CH:44]=[CH:45][C:40]=2[CH2:39][CH2:38]1>>[CH2:1]([O:8][C:9]([C:18]1[CH:23]=[CH:22][C:21]([N:24]2[CH2:29][CH2:28][N:27]([C:30](=[O:33])[CH2:31][N:48]3[C:47](=[O:52])[C:46]([C:43]4[CH:44]=[CH:45][C:40]5[CH2:39][CH2:38][O:37][C:41]=5[CH:42]=4)([CH3:53])[NH:50][C:49]3=[O:51])[CH2:26][CH2:25]2)=[C:20]([CH:34]=[CH:35][CH3:36])[CH:19]=1)([C:14]([F:17])([F:16])[F:15])[C:10]([F:13])([F:12])[F:11])[C:2]1[CH:7]=[CH:6][CH:5]=[CH:4][CH:3]=1. Procedure: (Z)-1-(4-{4-[2-(benzyloxy)-1,1,1,3,3,3-hexafluoropropan-2-yl]-2-(prop-1-en-1-yl)phenyl}piperazin-1-yl)-2-bromoethanone and 5-(2,3-dihydrobenzofuran-6-yl)-5-methylimidazolidine-2,4-dione were used for a similar reaction and treatment as Example 14-1, and the title compound was obtained as a yellow oil. Reactants: C(C=C)N1C(=O)C=CC2=CC(=CC=C12)OCCCC(=O)O (1-allyl-6-(3-carboxypropoxy)carbostyril), C1CCC2=NCCCN2CC1 (DBU), C1(CCCCC1)N1CCNCC1 (N-cyclohexylpiperazine), ClC(=O)OCC(C)C (isobutyl chloroformate). The solvent is C(Cl)(Cl)Cl (chloroform), CO (methanol), C(Cl)(Cl)Cl (chloroform). Run at time 5 hour. Yields the product C(C=C)N1C(=O)C=CC2=CC(=CC=C12)OCCCC(=O)N1CCN(CC1)C1CCCCC1 (1-allyl-6-[3-(4-cyclohexyl-1-piperazinylcarbonyl)propoxy]carbostyril). Reaction SMILES: [CH2:1]([N:4]1[C:14]2[C:9](=[CH:10][C:11]([O:15][CH2:16][CH2:17][CH2:18][C:19]([OH:21])=O)=[CH:12][CH:13]=2)[CH:8]=[CH:7][C:5]1=[O:6])[CH:2]=[CH2:3].C1CCN2C(=NCCC2)CC1.ClC(OCC(C)C)=O.[CH:41]1([N:47]2[CH2:52][CH2:51][NH:50][CH2:49][CH2:48]2)[CH2:46][CH2:45][CH2:44][CH2:43][CH2:42]1>CO.C(Cl)(Cl)Cl>[CH2:1]([N:4]1[C:14]2[C:9](=[CH:10][C:11]([O:15][CH2:16][CH2:17][CH2:18][C:19]([N:50]3[CH2:51][CH2:52][N:47]([CH:41]4[CH2:46][CH2:45][CH2:44][CH2:43][CH2:42]4)[CH2:48][CH2:49]3)=[O:21])=[CH:12][CH:13]=2)[CH:8]=[CH:7][C:5]1=[O:6])[CH:2]=[CH2:3]. Procedure details: Into 200 ml of chloroform were added 5.9 g of 1-allyl-6-(3-carboxypropoxy)carbostyril and 3.2 g of DBU. The outside of the reaction vessel containing the above mentioned mixture was ice-cooled and 2.8 g of isobutyl chloroformate was added dropwise to the mixture under stirring condition. After the addition operation the reaction mixture was stirred for 1 hour, then 3.7 g of N-cyclohexylpiperazine was added dropwise to the reaction mixture and the reaction was continued for 5 hours. After the rea... Starting materials: BrC=1C=CC=2N(C1)N=C(N2)N2CC(CC2)OC (6-Bromo-2-(3-methoxy-pyrrolidin-1-yl)-[1,2,4]triazolo[1,5-a]pyridine), N1(CCOCC1)C1=NN2C(C=CC(=C2)N)=N1 (2-morpholin-4-yl-[1,2,4]triazolo[1,5-a]pyridin-6-ylamine), solid. Product: COC1CN(CC1)C1=NN2C(C=CC(=C2)N)=N1 (2-(3-Methoxy-pyrrolidin-1-yl)-[1,2,4]triazolo[1,5-a]pyridin-6-ylamine). Reaction SMILES: Br[C:2]1[CH:3]=[CH:4][C:5]2[N:6]([N:8]=[C:9]([N:11]3[CH2:15][CH2:14][CH:13]([O:16][CH3:17])[CH2:12]3)[N:10]=2)[CH:7]=1.[N:18]1(C2N=C3C=CC(N)=CN3N=2)CCOCC1>>[CH3:17][O:16][CH:13]1[CH2:14][CH2:15][N:11]([C:9]2[N:10]=[C:5]3[CH:4]=[CH:3][C:2]([NH2:18])=[CH:7][N:6]3[N:8]=2)[CH2:12]1. Procedure details: Using 6-Bromo-2-(3-methoxy-pyrrolidin-1-yl)-[1,2,4]triazolo[1,5-a]pyridine, this compound was prepared following the same method as for the synthesis of 2-morpholin-4-yl-[1,2,4]triazolo[1,5-a]pyridin-6-ylamine. Brown solid (1.4 g, 71%). MS: m/z=234 (M+H+). Reactants: OP(=O)(O)O (H3PO4), [OH-].[Li+] (Lithium hydroxide), CC=1N=C(N(C1C(=O)OCC)COCC[Si](C)(C)C)C(C)C (ethyl 4-methyl-2-(1-methylethyl)-1-({[2-(trimethylsilyl)ethyl]oxy}methyl)-1H-imidazole-5-carboxylate), CO (MeOH). Solvent: C1CCOC1 (THF). Run at temperature 40 celsius, time 8 hour. Product: CC=1N=C(N(C1C(=O)O)COCC[Si](C)(C)C)C(C)C (4-Methyl-2-(1-methylethyl)-1-({[2-(trimethylsilyl)ethyl]oxy}methyl)-1H-imidazole-5-carboxylic acid). Yield: 99.7%. Reaction SMILES: [OH-].[Li+].[CH3:3][C:4]1[N:5]=[C:6]([CH:22]([CH3:24])[CH3:23])[N:7]([CH2:14][O:15][CH2:16][CH2:17][Si:18]([CH3:21])([CH3:20])[CH3:19])[C:8]=1[C:9]([O:11]CC)=[O:10].CO.OP(O)(O)=O>C1COCC1>[CH3:3][C:4]1[N:5]=[C:6]([CH:22]([CH3:24])[CH3:23])[N:7]([CH2:14][O:15][CH2:16][CH2:17][Si:18]([CH3:19])([CH3:21])[CH3:20])[C:8]=1[C:9]([OH:11])=[O:10] |f:0.1|. Reported procedure: Lithium hydroxide (2 mL, 2 mmol, 1 M in H2O) was added to a solution of ethyl 4-methyl-2-(1-methylethyl)-1-({[2-(trimethylsilyl)ethyl]oxy}methyl)-1H-imidazole-5-carboxylate (133 mg, 0.41 mmol) in THF:MeOH (6 mL/2 mL). The reaction mixture was heated at 40° C. and stirred overnight. The mixture was then acidified by H3PO4 (1N), extracted with 10% MeOH in CHCl3 and the organic layer was dried over sodium sulfate. The solvent was evaporated and dried in vacuo to give the title compound (122 mg, >99... The reactants are NC=1C(=NC(=CN1)CC(C)O)C1=CC(=C(C(=O)NCC2=CC=CC=C2)C=C1)F (racemic (+/−)-4-(3-amino-6-(2-hydroxypropyl)pyrazin-2-yl)-N-benzyl-2-fluorobenzamide), ( mm ). Solvent: CO (methanol). Yields the product NC=1C(=NC(=CN1)C[C@@H](C)O)C1=CC(=C(C(=O)NCC2=CC=CC=C2)C=C1)F ((R)-4-(3-amino-6-(2-hydroxypropyl)pyrazin-2-yl)-N-benzyl-2-fluorobenzamide). RXN SMILES: [NH2:1][C:2]1[C:3]([C:12]2[CH:27]=[CH:26][C:15]([C:16]([NH:18][CH2:19][C:20]3[CH:25]=[CH:24][CH:23]=[CH:22][CH:21]=3)=[O:17])=[C:14]([F:28])[CH:13]=2)=[N:4][C:5]([CH2:8][CH:9]([OH:11])[CH3:10])=[CH:6][N:7]=1>CO>[NH2:1][C:2]1[C:3]([C:12]2[CH:27]=[CH:26][C:15]([C:16]([NH:18][CH2:19][C:20]3[CH:21]=[CH:22][CH:23]=[CH:24][CH:25]=3)=[O:17])=[C:14]([F:28])[CH:13]=2)=[N:4][C:5]([CH2:8][C@H:9]([OH:11])[CH3:10])=[CH:6][N:7]=1. Reported procedure: The racemic (+/−)-4-(3-amino-6-(2-hydroxypropyl)pyrazin-2-yl)-N-benzyl-2-fluorobenzamide was resolved by chiral SFC (ChiralPak 5mic AD column, 4.6×100 (mm), methanol+0.1% DEA=40%, 5 mL/min). The polar enantiomer, (R)-4-(3-amino-6-(2-hydroxypropyl)pyrazin-2-yl)-N-benzyl-2-fluorobenzamide, was obtained at Rt=1.39 min. LCMS (m/z): 381.2 (MH+), 0.67 min. The less polar enantiomer, (S)-4-(3-amino-6-(2-hydroxypropyl)pyrazin-2-yl)-N-benzyl-2-fluorobenzamide was obtained at Rt=1.97 min. LCMS (m/z): 381.... Reactants: C1(=CC=CC=C1)CCCCC(=O)OC (methyl 5-phenylvalerate), [Cl-].[Al+3].[Cl-].[Cl-] (aluminium chloride), ice water, C1(=CC=CC=C1)CC(=O)Cl (phenylacetyl chloride). Run in C(=S)=S (carbon disulfide). Conditions: time 6 hour. The product is C1(=CC=CC=C1)CC(=O)C1=CC=C(C=C1)CCCCC(=O)OC (Methyl 5-[4-(Phenylacetyl)phenyl]valerate). Yield: 66.0%. Reaction SMILES: [C:1]1([CH2:7][CH2:8][CH2:9][CH2:10][C:11]([O:13][CH3:14])=[O:12])[CH:6]=[CH:5][CH:4]=[CH:3][CH:2]=1.[Cl-].[Al+3].[Cl-].[Cl-].[C:19]1([CH2:25][C:26](Cl)=[O:27])[CH:24]=[CH:23][CH:22]=[CH:21][CH:20]=1>C(=S)=S>[C:19]1([CH2:25][C:26]([C:4]2[CH:5]=[CH:6][C:1]([CH2:7][CH2:8][CH2:9][CH2:10][C:11]([O:13][CH3:14])=[O:12])=[CH:2][CH:3]=2)=[O:27])[CH:24]=[CH:23][CH:22]=[CH:21][CH:20]=1 |f:1.2.3.4|. Procedure details: To a solution of 5.12 g of methyl 5-phenylvalerate in 25 ml of carbon disulfide, 7.10 g of anhydrous aluminium chloride was added under ice-cooling, and then 4.11 g of phenylacetyl chloride was added dropwise and stirring was continued at room temperature for 6 hours. The reaction mixture was poured into ice-water and extracted with methylene chloride. The methylene chloride layer was washed successively with water, aqueous potassium carbonate solution and water, dried, and then the solvent was ... Reactants: C[O-].ClC1=C(C=C(C(=C1)Cl)OC)NC1=C(C=NC2=CC(=C(C=C12)OC)OCCCN1CCN(CC1)C)C#N (4-[(2,4-dichloro-5-methoxyphenyl)amino]-6-methoxy-7-[3-(4-methyl-1-piperazinyl)propoxy]-3-quinolinecarbonitrile methanolate), VI. Solvent: O (water). Product: O.ClC1=C(C=C(C(=C1)Cl)OC)NC1=C(C=NC2=CC(=C(C=C12)OC)OCCCN1CCN(CC1)C)C#N (4-[(2,4-dichloro-5-methoxyphenyl)amino]-6-methoxy-7-[3-(4-methyl-1-piperazinyl)propoxy]-3-quinolinecarbonitrile monohydrate). As a reaction SMILES: C[O-].[Cl:3][C:4]1[CH:9]=[C:8]([Cl:10])[C:7]([O:11][CH3:12])=[CH:6][C:5]=1[NH:13][C:14]1[C:23]2[C:18](=[CH:19][C:20]([O:26][CH2:27][CH2:28][CH2:29][N:30]3[CH2:35][CH2:34][N:33]([CH3:36])[CH2:32][CH2:31]3)=[C:21]([O:24][CH3:25])[CH:22]=2)[N:17]=[CH:16][C:15]=1[C:37]#[N:38]>O>[OH2:11].[Cl:3][C:4]1[CH:9]=[C:8]([Cl:10])[C:7]([O:11][CH3:12])=[CH:6][C:5]=1[NH:13][C:14]1[C:23]2[C:18](=[CH:19][C:20]([O:26][CH2:27][CH2:28][CH2:29][N:30]3[CH2:35][CH2:34][N:33]([CH3:36])[CH2:32][CH2:31]3)=[C:21]([O:24][CH3:25])[CH:22]=2)[N:17]=[CH:16][C:15]=1[C:37]#[N:38] |f:0.1,3.4|. Reported procedure: 4-[(2,4-dichloro-5-methoxyphenyl)amino]-6-methoxy-7-[3-(4-methyl-1-piperazinyl)propoxy]-3-quinolinecarbonitrile methanolate, Form VI (1.0 g) was heated with stirring for 5 hours at 95° C. in 12 mL of water. The mixture was cooled to room temperature and filtered. The cake was washed with 2 mL water and vacuum dried at 45° C. to give 0.9 g of of 4-[(2,4-dichloro-5-methoxyphenyl)amino]-6-methoxy-7-[3-(4-methyl-1-piperazinyl)propoxy]-3-quinolinecarbonitrile monohydrate, Form I by XRD scans. Starting materials: O, O=C(O)C(F)(F)F, O=[N+]([O-])O, CSc1nc(O)cc(O)n1. Yields the product CSc1nc(O)c([N+](=O)[O-])c(O)n1. As a reaction SMILES: [OH2:22].[OH:11][C:12]([C:13]([F:14])([F:15])[F:16])=[O:17].[OH:18][N+:19]([O-:20])=[O:21].[OH:1][c:2]1[n:3][c:4]([S:9][CH3:10])[n:5][c:6]([OH:8])[cH:7]1>>[OH:1][c:2]1[n:3][c:4]([S:9][CH3:10])[n:5][c:6]([OH:8])[c:7]1[N+:19](=[O:18])[O-:20].